Dataset: the Open Reaction Database (ORD), a public repository of structured organic reaction records. Task: describe an organic reaction: reactants, conditions, products, and yield The reactants are N(=[N+]=[N-])CC=1CS[C@H]2N(C1C(=O)O)C(C2NC(C(=NOC(C)(OC)C)C=2N=C(SC2)NC(C2=CC=CC=C2)(C2=CC=CC=C2)C2=CC=CC=C2)=O)=O (3-azidomethyl-7-[2-(2-tritylamino-4-thiazolyl)-2-(1-methyl-1-methoxyethoxyimino)-acetamido]-ceph-3-eme-4-carboxylic acid), Cl (hydrochloric acid). Solvent: CC(=O)C (acetone). Run at time 50 minute. Yields the product N(=[N+]=[N-])CC=1CS[C@H]2N(C1C(=O)O)C(C2NC(C(=NO)C=2N=C(SC2)NC(C2=CC=CC=C2)(C2=CC=CC=C2)C2=CC=CC=C2)=O)=O (3-azidomethyl-7-[2-(2-tritylamino-4-thiazolyl)-2-hydroxyimino-acetamido]-ceph-3-eme-4-carboxylic acid). RXN SMILES: [N:1]([CH2:4][C:5]1[CH2:6][S:7][C@@H:8]2[CH:15]([NH:16][C:17](=[O:51])[C:18]([C:26]3[N:27]=[C:28]([NH:31][C:32]([C:45]4[CH:50]=[CH:49][CH:48]=[CH:47][CH:46]=4)([C:39]4[CH:44]=[CH:43][CH:42]=[CH:41][CH:40]=4)[C:33]4[CH:38]=[CH:37][CH:36]=[CH:35][CH:34]=4)[S:29][CH:30]=3)=[N:19][O:20]C(C)(OC)C)[C:14](=[O:52])[N:9]2[C:10]=1[C:11]([OH:13])=[O:12])=[N+:2]=[N-:3].Cl>CC(C)=O>[N:1]([CH2:4][C:5]1[CH2:6][S:7][C@@H:8]2[CH:15]([NH:16][C:17](=[O:51])[C:18]([C:26]3[N:27]=[C:28]([NH:31][C:32]([C:33]4[CH:38]=[CH:37][CH:36]=[CH:35][CH:34]=4)([C:39]4[CH:40]=[CH:41][CH:42]=[CH:43][CH:44]=4)[C:45]4[CH:50]=[CH:49][CH:48]=[CH:47][CH:46]=4)[S:29][CH:30]=3)=[N:19][OH:20])[C:14](=[O:52])[N:9]2[C:10]=1[C:11]([OH:13])=[O:12])=[N+:2]=[N-:3]. Procedure details: A mixture of the product of Step A, 10 ml of acetone and 3.5 ml of 2 N hydrochloric acid was stirred at room temperature for 50 minutes and the acetone was evaporated. The mixture was extracted with ethyl acetate and the organic phase was washed with water, dried and evaporated to dryness. The residue was triturated with ether and was vacuum filtered to obtain 1.95 g of the syn isomer of 3-azidomethyl-7-[2-(2-tritylamino-4-thiazolyl)-2-hydroxyimino-acetamido]-ceph-3-eme-4-carboxylic acid.